This data is from the Open Reaction Database (ORD), a public repository of structured organic reaction records. The task is: describe an organic reaction: reactants, conditions, products, and yield Reactants: C(C)OC(=O)OC[C@@H]1[C@H]([C@@H]([C@H]([C@H](OC2=C(C=CC=C2)CC2=CC=C(C=C2)CCOCC2=CC=CC=C2)O1)O)O)O (2-[4-(2-benzyloxyethyl)benzyl]phenyl 6-O-ethoxycarbonyl-β-D-glucopyranoside). Reagents/catalysts: [C].[Pd] (palladium-carbon). The solvent is C(C)(=O)OCC (ethyl acetate), C(C)O (ethanol). Run at time 18 hour. The product is C(C)OC(=O)OC[C@@H]1[C@H]([C@@H]([C@H]([C@H](OC2=C(C=CC=C2)CC2=CC=C(C=C2)CCO)O1)O)O)O (2-[4-(2-hydroxyethyl)benzyl]phenyl 6-O-ethoxycarbonyl-β-D-glucopyranoside). The yield is 73.0%. RXN SMILES: [CH2:1]([O:3][C:4]([O:6][CH2:7][C@H:8]1[O:37][C@@H:12]([O:13][C:14]2[CH:19]=[CH:18][CH:17]=[CH:16][C:15]=2[CH2:20][C:21]2[CH:26]=[CH:25][C:24]([CH2:27][CH2:28][O:29]CC3C=CC=CC=3)=[CH:23][CH:22]=2)[C@H:11]([OH:38])[C@@H:10]([OH:39])[C@@H:9]1[OH:40])=[O:5])[CH3:2]>C(OCC)(=O)C.C(O)C.[C].[Pd]>[CH2:1]([O:3][C:4]([O:6][CH2:7][C@H:8]1[O:37][C@@H:12]([O:13][C:14]2[CH:19]=[CH:18][CH:17]=[CH:16][C:15]=2[CH2:20][C:21]2[CH:22]=[CH:23][C:24]([CH2:27][CH2:28][OH:29])=[CH:25][CH:26]=2)[C@H:11]([OH:38])[C@@H:10]([OH:39])[C@@H:9]1[OH:40])=[O:5])[CH3:2] |f:3.4|. Procedure details: To a solution of 2-[4-(2-benzyloxyethyl)benzyl]phenyl 6-O-ethoxycarbonyl-β-D-glucopyranoside (0.18 g) in ethyl acetate (4 mL) and ethanol (1 mL) was added 10% palladium-carbon powder (0.072 g), and the mixture was stirred under a hydrogen atmosphere at room temperature for 18 hours. Insoluble materials were removed by filtration, and the solvent of the filtrate was removed under reduced pressure. The residue was purified by column chromatography on silica gel (eluent: dichloromethane/methanol=20...